From a dataset of the Open Reaction Database (ORD), a public repository of structured organic reaction records. describe an organic reaction: reactants, conditions, products, and yield The reactants are 11, ClC1=C(OCC(=O)O)C=CC(=C1Cl)C(C)=O ([2,3-dichloro-4-(1-oxo-ethyl)phenoxy]acetic acid), FC1=C(C=O)C=CC=C1 (2-fluorobenzaldehyde), [OH-].[Na+] (sodium hydroxide). Solvent: O (water), C(C)O (ethanol), C(C)O (ethanol). The product is ClC1=C(OCC(=O)O)C=CC(=C1Cl)C(C=CC1=C(C=CC=C1)F)=O ([2,3-dichloro-4-(3-(2-fluorophenyl)-1-oxo-2-propenyl)phenoxy]acetic acid). Isolated yield 54.9%. RXN SMILES: [Cl:1][C:2]1[C:12]([Cl:13])=[C:11]([C:14](=[O:16])[CH3:15])[CH:10]=[CH:9][C:3]=1[O:4][CH2:5][C:6]([OH:8])=[O:7].[F:17][C:18]1[CH:25]=[CH:24][CH:23]=[CH:22][C:19]=1[CH:20]=O.[OH-].[Na+]>O.C(O)C>[Cl:1][C:2]1[C:12]([Cl:13])=[C:11]([C:14](=[O:16])[CH:15]=[CH:20][C:19]2[CH:22]=[CH:23][CH:24]=[CH:25][C:18]=2[F:17])[CH:10]=[CH:9][C:3]=1[O:4][CH2:5][C:6]([OH:8])=[O:7] |f:2.3|. Procedure details: To 500 ml of ethanol was added [2,3-dichloro-4-(1-oxo-ethyl)phenoxy]acetic acid (19.73 g, 0.075 mole), 2-fluorobenzaldehyde (13.63 g, 0.11 mole), sodium hydroxide (10 g, 0.25 mole) in 20 ml of water and 50 ml of ethanol with stirring under nitrogen. The reaction mixture was refluxed for a total of 11/2 hours. The reaction mixture was cooled, filtered, the gelatineous solid dispersed in water acidified with hydrochloric acid, stirred, filtered and washed with water. The residue was extracted with... Reactants: CN1C(=NN=C1SC)C1=CC2=CC=CC=C2C=C1 (4-methyl-5-methylthio-3-(2-naphthyl)-4H-1,2,4-triazole), ClC=1C=C(C(=O)OO)C=CC1 (m-chloroperoxybenzoic acid). The solvent is C(Cl)Cl (CH2Cl2). The product is CN1C(=NN=C1S(=O)C)C1=CC2=CC=CC=C2C=C1 (4-Methyl-5-methylsulfinyl-3-(2-naphthyl)-4H-1,2,4-triazole). Reaction SMILES: [CH3:1][N:2]1[C:6]([S:7][CH3:8])=[N:5][N:4]=[C:3]1[C:9]1[CH:18]=[CH:17][C:16]2[C:11](=[CH:12][CH:13]=[CH:14][CH:15]=2)[CH:10]=1.ClC1C=C(C=CC=1)C(OO)=[O:24]>C(Cl)Cl>[CH3:1][N:2]1[C:6]([S:7]([CH3:8])=[O:24])=[N:5][N:4]=[C:3]1[C:9]1[CH:18]=[CH:17][C:16]2[C:11](=[CH:12][CH:13]=[CH:14][CH:15]=2)[CH:10]=1. Procedure: To a stirred, 0° C., solution of 4-methyl-5-methylthio-3-(2-naphthyl)-4H-1,2,4-triazole (4.00 g, 1.57×10-2 mole) and CH2Cl2 (110 ml) was added portionwise m-chloroperoxybenzoic acid (3.38 g, 1.57×10-2 mole). overnight at room temperature the reaction was diluted with CH2 l2 (200 ml), washed two times with saturated aqueous NaHCO3 and one time with saturated aqueous NaCl, and dried over anhydrous Na2SO4. The drying agent was removed by filtration and the filtrate was evaporated at reduced pressur... Reactants: C1(CCCCC1)NC1CCCCC1.CC(C)(OC(=O)N([C@@H](CC1=CC=CC=C1)C(=O)O)C)C (N-[(1,1-Dimethylethoxy)carbonyl]-N-methyl-L-phenylalanine dicyclohexylamine salt), Cl (hydrochloric acid), CN1CCOCC1 (N-methylmorpholine), Cl.COC(CN)=O (glycine methyl ester hydrochloride), CN1CCOCC1 (N-methylmorpholine), ClC(=O)OCC(C)C (isobutyl chloroformate). The solvent is ClCCl (dichloromethane), O (Water). Conditions: temperature 0 celsius, time 10 minute. The product is COC(CNC([C@H](CC1=CC=CC=C1)NCC(=O)OC(C)(C)C)=O)=O ((S)-N-(2-{N-[(1,1-Dimethylethoxy)carbonyl]methylamino}-1-oxo-3-phenylpropyl)glycine methyl ester). The yield is 100.1%. Reaction SMILES: C1(N[CH:8]2[CH2:13][CH2:12][CH2:11][CH2:10][CH2:9]2)CCCCC1.[CH3:14][C:15]([CH3:33])([O:17][C:18](N(C)[C@H](C(O)=O)CC1C=CC=CC=1)=[O:19])[CH3:16].Cl.[CH3:35][N:36]1CC[O:39][CH2:38][CH2:37]1.Cl[C:43](OCC(C)C)=O.Cl.[CH3:51][O:52][C:53](=[O:56])[CH2:54][NH2:55]>O.ClCCl>[CH3:51][O:52][C:53](=[O:56])[CH2:54][NH:55][C:38](=[O:39])[C@@H:37]([NH:36][CH2:35][C:18]([O:17][C:15]([CH3:14])([CH3:16])[CH3:33])=[O:19])[CH2:43][C:8]1[CH:9]=[CH:10][CH:11]=[CH:12][CH:13]=1 |f:0.1,5.6|. Reported procedure: N-[(1,1-Dimethylethoxy)carbonyl]-N-methyl-L-phenylalanine dicyclohexylamine salt (3.0 g, 6.5 mmol) was partitioned between dichloromethane (100 mL) and aqueous hydrochloric acid (0.1M, 100 mL). The layers were separated and the organic fraction was washed with aqueous hydrochloric acid (0.1M, 100 mL), dried (MgSO4) and the solvent was evaporated under reduced pressure. The residue was dissolved in dichloromethane (30 mL), cooled to 0° C. and N-methylmorpholine (0.72 mL, 0.66 g, 6.5 mmol) then is... Reaction SMILES: [O:1]1[C:6]2[CH:7]=[CH:8][CH:9]=[C:10]([CH:11]=[NH:12])[C:5]=2[O:4][CH2:3][CH2:2]1.[CH3:13][Mg]Br>C1(C)C=CC=CC=1.C(OCC)C>[O:1]1[C:6]2[CH:7]=[CH:8][CH:9]=[C:10]([CH:11]([NH2:12])[CH3:13])[C:5]=2[O:4][CH2:3][CH2:2]1. Conditions: temperature 60 celsius, time 24 hour. The solvent is C(C)OCC (ethyl ether), C1(=CC=CC=C1)C (toluene). Starting materials: C[Mg]Br (methyl magnesium bromide), solution, O1CCOC2=C1C=CC=C2C=N (C-(2,3-dihydro-benzo[1,4]dioxin-5-yl)-methyleneamine). Procedure: The dried resin to which the C-(2,3-dihydro-benzo[1,4]dioxin-5-yl)-methyleneamine (1 eq) was bound was suspended in dry toluene. Under a nitrogen atmosphere methyl magnesium bromide (150 eq) in a 3 M solution in ethyl ether was added. This mixture was shaken for 24 hours at 60° C. then filtered and washed with toluene, water, then methanol and dichloromethane alternately three times. The final wash was with methanol. The solid was dried under vacuum. Product: O1CCOC2=C1C=CC=C2C(C)N (1-(2,3-Dihydro-benzo[1,4]dioxin-5-yl)-ethylamine). Starting materials: CC(C)(C)OC(=O)CCN1CCc2cc(-c3cc4cc(Cc5ccccc5)ccc4o3)ccc2C1, ClCCl, O=C(O)C(F)(F)F. Yields the product O=C(O)CCN1CCc2cc(-c3cc4cc(Cc5ccccc5)ccc4o3)ccc2C1. As a reaction SMILES: [CH2:1]([c:2]1[cH:3][cH:4][cH:5][cH:6][cH:7]1)[c:8]1[cH:9][cH:10][c:11]2[c:12]([cH:13][c:14](-[c:16]3[cH:17][c:18]4[c:23]([cH:24][cH:25]3)[CH2:22][N:21]([CH2:26][CH2:27][C:28](=[O:29])[O:30][C:31]([CH3:32])([CH3:33])[CH3:34])[CH2:20][CH2:19]4)[o:15]2)[cH:35]1.[Cl:43][CH2:44][Cl:45].[F:36][C:37]([F:38])([F:39])[C:40]([OH:41])=[O:42]>>[CH2:1]([c:2]1[cH:3][cH:4][cH:5][cH:6][cH:7]1)[c:8]1[cH:9][cH:10][c:11]2[c:12]([cH:13][c:14](-[c:16]3[cH:17][c:18]4[c:23]([cH:24][cH:25]3)[CH2:22][N:21]([CH2:26][CH2:27][C:28](=[O:29])[OH:30])[CH2:20][CH2:19]4)[o:15]2)[cH:35]1. The reactants are COc1ccc(CN(Cc2ccc(OC)cc2)c2cc(=O)n(C3CCCC3)c3nc(NC4CCC(O)CC4)ncc23)cc1, [O-][Cl+3]([O-])([O-])O, ClCCl, [Na+], O=C([O-])O. Product: Nc1cc(=O)n(C2CCCC2)c2nc(NC3CCC(O)CC3)ncc12. RXN SMILES: [CH3:6][O:7][c:8]1[cH:9][cH:10][c:11]([CH2:12][N:13]([c:14]2[cH:15][c:16](=[O:37])[n:17]([CH:32]3[CH2:33][CH2:34][CH2:35][CH2:36]3)[c:18]3[n:19][c:20]([NH:24][CH:25]4[CH2:26][CH2:27][CH:28]([OH:31])[CH2:29][CH2:30]4)[n:21][cH:22][c:23]23)[CH2:38][c:39]2[cH:40][cH:41][c:42]([O:43][CH3:44])[cH:45][cH:46]2)[cH:47][cH:48]1.[Cl+3:1]([OH:2])([O-:3])([O-:4])[O-:5].[Cl:49][CH2:50][Cl:51].[Na+:56].[O-:52][C:53]([OH:54])=[O:55]>>[NH2:13][c:14]1[cH:15][c:16](=[O:37])[n:17]([CH:32]2[CH2:33][CH2:34][CH2:35][CH2:36]2)[c:18]2[n:19][c:20]([NH:24][CH:25]3[CH2:26][CH2:27][CH:28]([OH:31])[CH2:29][CH2:30]3)[n:21][cH:22][c:23]12. Reactants: FC=1C=C2C(=NC1)NC=C2 (5-fluoro-1H-pyrrolo[2,3-b]pyridine), C(C)(C)(C)OC(N(CC=1C=NC(=CC1)OC)C1=NC(=C(C=C1)C=O)F)=O ((6-fluoro-5-formyl-pyridin-2-yl)-(6-methoxy-pyridin-3-ylmethyl)-carbamic acid tert-butyl ester), FC(C(=O)O)(F)F (trifluoroacetic acid), C(C)[SiH](CC)CC (triethylsilane). Run in C(C)#N (acetonitrile), O (water). Yields the product FC1=C(C=CC(=N1)NCC=1C=NC(=CC1)OC)CC1=CNC2=NC=C(C=C21)F ([6-fluoro-5-(5-fluoro-1H-pyrrolo[2,3-b]pyridin-3-ylmethyl)-pyridin-2-yl]-(6-methoxy-pyridin-3-ylmethyl)-amine). Isolated yield 8.7%. As a reaction SMILES: [F:1][C:2]1[CH:3]=[C:4]2[CH:10]=[CH:9][NH:8][C:5]2=[N:6][CH:7]=1.C(OC(=O)[N:17]([C:27]1[CH:32]=[CH:31][C:30]([CH:33]=O)=[C:29]([F:35])[N:28]=1)[CH2:18][C:19]1[CH:20]=[N:21][C:22]([O:25][CH3:26])=[CH:23][CH:24]=1)(C)(C)C.FC(F)(F)C(O)=O.C([SiH](CC)CC)C>O.C(#N)C>[F:35][C:29]1[N:28]=[C:27]([NH:17][CH2:18][C:19]2[CH:20]=[N:21][C:22]([O:25][CH3:26])=[CH:23][CH:24]=2)[CH:32]=[CH:31][C:30]=1[CH2:33][C:10]1[C:4]2[C:5](=[N:6][CH:7]=[C:2]([F:1])[CH:3]=2)[NH:8][CH:9]=1. Procedure: In a round bottom flask, 5-fluoro-1H-pyrrolo[2,3-b]pyridine (155, 0.115 g, 0.845 mmol) was combined with (6-fluoro-5-formyl-pyridin-2-yl)-(6-methoxy-pyridin-3-ylmethyl)-carbamic acid tert-butyl ester (156, 0.397 g, 1.10 mmol), 2.60 mL of acetonitrile, trifluoroacetic acid (0.325 mL, 4.22 mmol) and triethylsilane (0.810 mL, 5.07 mmol) and the reaction was heated to reflux for 3 hours. The reaction was poured into water and extracted with ethyl acetate. The organic layer was washed with brine, dri... RXN SMILES: [CH:1]1([C:4]2[N:8]([C:9]3[CH:14]=[CH:13][CH:12]=[C:11]([C:15]([F:18])([F:17])[F:16])[CH:10]=3)[N:7]=[C:6]([CH3:19])[C:5]=2[C:20]([N:22]2[CH2:27][CH2:26][C:25](=O)[CH2:24][CH2:23]2)=[O:21])[CH2:3][CH2:2]1.[NH:29]1[CH2:33][CH2:32][CH2:31][C@@H:30]1[CH2:34][OH:35]>>[CH:1]1([C:4]2[N:8]([C:9]3[CH:14]=[CH:13][CH:12]=[C:11]([C:15]([F:18])([F:16])[F:17])[CH:10]=3)[N:7]=[C:6]([CH3:19])[C:5]=2[C:20]([N:22]2[CH2:27][CH2:26][CH:25]([N:29]3[CH2:33][CH2:32][CH2:31][C@@H:30]3[CH2:34][OH:35])[CH2:24][CH2:23]2)=[O:21])[CH2:3][CH2:2]1. The product is C1(CC1)C1=C(C(=NN1C1=CC(=CC=C1)C(F)(F)F)C)C(=O)N1CCC(CC1)N1[C@H](CCC1)CO ([5-Cyclopropyl-3-methyl-1-(3-trifluoromethyl-phenyl)-1H-pyrazol-4-yl]-[4-((R)-2-hydroxymethyl-pyrrolidin-1-yl)-piperidin-1-yl]-methanone). Procedure details: The title compound was prepared from 1-[5-Cyclopropyl-3-methyl-1-(3-trifluoromethyl-phenyl)-1H-pyrazole-4-carbonyl]-piperidin-4-one (Example 181B) and (R)-1-pyrrolidin-2-yl-methanol in direct analogy to the general procedure used in example 129. MS: 477.3 (MH+). Starting materials: C1(CC1)C1=C(C(=NN1C1=CC(=CC=C1)C(F)(F)F)C)C(=O)N1CCC(CC1)=O (1-[5-Cyclopropyl-3-methyl-1-(3-trifluoromethyl-phenyl)-1H-pyrazole-4-carbonyl]-piperidin-4-one), N1[C@H](CCC1)CO ((R)-1-pyrrolidin-2-yl-methanol).